Dataset: the Open Reaction Database (ORD), a public repository of structured organic reaction records. Task: describe an organic reaction: reactants, conditions, products, and yield The reactants are NC=1C=CC(=NC1)OC (5-amino-2-methoxy-pyridine), C([O-])([O-])=O.[K+].[K+] (potassium carbonate), ClC(=O)OC1=CC=CC=C1 (Phenyl chloroformate). The solvent is CN1C(CCC1)=O (N-methyl 2-pyrrolidone). Reaction conditions: time 2 hour. Product: C1(=CC=CC=C1)OC(NC=1C=NC(=CC1)OC)=O ((6-Methoxy-pyridin-3-yl)-carbamic acid phenyl ester). Reaction SMILES: [NH2:1][C:2]1[CH:3]=[CH:4][C:5]([O:8][CH3:9])=[N:6][CH:7]=1.C(=O)([O-])[O-].[K+].[K+].Cl[C:17]([O:19][C:20]1[CH:25]=[CH:24][CH:23]=[CH:22][CH:21]=1)=[O:18]>CN1CCCC1=O>[C:20]1([O:19][C:17](=[O:18])[NH:1][C:2]2[CH:7]=[N:6][C:5]([O:8][CH3:9])=[CH:4][CH:3]=2)[CH:25]=[CH:24][CH:23]=[CH:22][CH:21]=1 |f:1.2.3|. Reported procedure: 5-amino-2-methoxy-pyridine (30 mg, 0.24 mmol) and potassium carbonate (167 mg, 1.20 mmol) are dissolved in N-methyl 2-pyrrolidone (1 ml). Phenyl chloroformate (36 μl, 0.29 mmol) is added and the reaction mixture is stirred at room temperature for 2 hours. The reactants are NC1[C@@H]2N(C(=C(CS2)CSC=2SC=NN2)C(=O)O)C1=O (7-amino-3-(1,3,4-thiadiazol-2-ylthiomethyl)-3-cephem-4-carboxylic acid), C[Si](C)(C)CC(=O)N (trimethylsilylacetamide), P(=O)(Cl)(Cl)Cl (phosphoryl chloride), C(=O)NC=1SC(=C(N1)C(C(=O)O)=NOC)Cl (2-(2-formamido-5-chlorothiazol-4-yl)-2-methoxyiminoacetic acid). Run in C(C)(=O)OCC (ethyl acetate), C(C)(=O)OCC (ethyl acetate), CN(C=O)C (dimethylformamide). The product is C(=O)NC=1SC(=C(N1)C(C(=O)NC1[C@@H]2N(C(=C(CS2)CSC=2SC=NN2)C(=O)O)C1=O)=NOC)Cl (7-[2-(2-formamido-5-chlorothiazol-4-yl)-2-methoxyiminoacetamido]-3-(1,3,4-thiadiazol-2-ylthiomethyl)-3-cephem-4-carboxylic acid). The yield is 98.6%. RXN SMILES: [NH2:1][CH:2]1[C:19](=[O:20])[N:4]2[C:5]([C:16]([OH:18])=[O:17])=[C:6]([CH2:9][S:10][C:11]3[S:12][CH:13]=[N:14][N:15]=3)[CH2:7][S:8][C@H:3]12.C[Si](CC(N)=O)(C)C.P(Cl)(Cl)(Cl)=O.[CH:34]([NH:36][C:37]1[S:38][C:39]([Cl:49])=[C:40]([C:42](=[N:46][O:47][CH3:48])[C:43](O)=[O:44])[N:41]=1)=[O:35]>C(OCC)(=O)C.CN(C)C=O>[CH:34]([NH:36][C:37]1[S:38][C:39]([Cl:49])=[C:40]([C:42](=[N:46][O:47][CH3:48])[C:43]([NH:1][CH:2]2[C:19](=[O:20])[N:4]3[C:5]([C:16]([OH:18])=[O:17])=[C:6]([CH2:9][S:10][C:11]4[S:12][CH:13]=[N:14][N:15]=4)[CH2:7][S:8][C@H:3]23)=[O:44])[N:41]=1)=[O:35]. Procedure: A solution of 7-amino-3-(1,3,4-thiadiazol-2-ylthiomethyl)-3-cephem-4-carboxylic acid (4.3 g.) and trimethylsilylacetamide (17.1 g.) in dry ethyl acetate (130 ml.) and a solution of dimethylformamide (0.92 ml.), phosphoryl chloride (1.09 ml.) and 2-(2-formamido-5-chlorothiazol-4-yl)-2-methoxyiminoacetic acid (syn isomer, 2.6 g.) in dry ethyl acetate (27 ml.) were treated in a similar manner to that of Example 1-(1) to give 7-[2-(2-formamido-5-chlorothiazol-4-yl)-2-methoxyiminoacetamido]-3-(1,3,4-... Reactants: ClCCl (Dichloromethane), Cl.FC=1C=C(C=CC1)C(=COCCN1CC(=CCC1)C(=O)O)C1=CC(=CC=C1)F (1-[2-[[2,2-bis(3-Fluorophenyl)ethenyl]oxy]ethyl]-1,2,5,6-tetrahydro-3-pyridine carboxylic acid hydrochloride), C(C)O (ethanol), Cl (hydrochloric acid), [OH-].[Na+] (sodium hydroxide). Run at time 3 hour. Yields the product Cl.ClC=1C=C(C=CC1)/C(=C/OCCN1CC(=CCC1)C(=O)O)/C1=C(C=CC=C1)C (Z-1-[2-[[2-(3-Chlorophenyl)-2-(2-methylphenyl)ethenyl]oxy]ethyl]-1,2,5, 6-tetrahydro-3-pyridine carboxylic acid hydrochloride). Yield: 30.0%. RXN SMILES: Cl.FC1[CH:4]=[C:5]([C:9]([C:23]2[CH:28]=[CH:27][CH:26]=[C:25](F)[CH:24]=2)=[CH:10][O:11][CH2:12][CH2:13][N:14]2[CH2:19][CH2:18][CH:17]=[C:16]([C:20]([OH:22])=[O:21])[CH2:15]2)[CH:6]=[CH:7][CH:8]=1.[OH-].[Na+].Cl.[Cl:33][CH2:34][Cl:35].[CH2:36](O)C>>[ClH:33].[Cl:35][C:34]1[CH:4]=[C:5](/[C:9](/[C:23]2[CH:24]=[CH:25][CH:26]=[CH:27][C:28]=2[CH3:36])=[CH:10]/[O:11][CH2:12][CH2:13][N:14]2[CH2:19][CH2:18][CH:17]=[C:16]([C:20]([OH:22])=[O:21])[CH2:15]2)[CH:6]=[CH:7][CH:8]=1 |f:0.1,2.3,7.8|. Reported procedure: E or Z-1-[2-[[2-(3-Chlorophenyl)-2-(2-methylphenyl)ethenyl]oxy]ethyl]-1,2, 5,6-tetrahydro-3-pyridine carboxylic acid methyl ester (0.55 g, 0.0013 mol) (prepared as described in Method D) was dissolved in ethanol (5 ml) and 12 N sodium hydroxide solution (0.33 ml) was introduced. After stirring the solution at room temperature for 3 h, 37% hydrochloric acid solution was added until the pH was measured as ca. 1. Dichloromethane (200 ml) was introduced, and the mixture was dried (Na2SO4), filtered ... Reactants: COC1=C([O-])C(=CC(=C1)[N+](=O)[O-])OC.[K+] (potassium 2,6-dimethoxy-4-nitrophenoxide), C(=O)([O-])[O-].[K+].[K+] (K2CO3), [Na+].[I-] (NaI), BrCCCl (1-bromo-2-chloroethane). Solvent: CC#N (CH3CN). The product is COC=1C=C(C=C(C1OCCCl)OC)[N+](=O)[O-] (3,5-dimethoxy-4-(2-chloroethoxy)nitrobenzene). RXN SMILES: [CH3:1][O:2][C:3]1[CH:9]=[C:8]([N+:10]([O-:12])=[O:11])[CH:7]=[C:6]([O:13][CH3:14])[C:4]=1[O-:5].[K+].C([O-])([O-])=O.[K+].[K+].[Na+].[I-].Br[CH2:25][CH2:26][Cl:27]>CC#N>[CH3:1][O:2][C:3]1[CH:9]=[C:8]([N+:10]([O-:12])=[O:11])[CH:7]=[C:6]([O:13][CH3:14])[C:4]=1[O:5][CH2:25][CH2:26][Cl:27] |f:0.1,2.3.4,5.6|. Procedure: A mixture of potassium 2,6-dimethoxy-4-nitrophenoxide (Step B, 3.3 g, 13.9 mmol), K2CO3 (5.8 g, 41.8 mmol), NaI (0.21 g, 1.39 mmol), and 1-bromo-2-chloroethane (11.6 mL, 139 mmol) in CH3CN (50 mL) was stirred and heated under reflux under N2 for 40 h when the color had turned pale brown. Filtration, washing the solids well with CH3CN and evaporating the filtrate gave 3,5-dimethoxy-4-(2-chloroethoxy)nitrobenzene as a pale brown solid.